From a dataset of the Open Reaction Database (ORD), a public repository of structured organic reaction records. describe an organic reaction: reactants, conditions, products, and yield Starting materials: [BH3-]C#N.[Na+] (NaBH3CN), C(C)(=O)OCC(COC(C)=O)OC1=C2C=CNC2=CC=C1 (4-(1,3-Diacetoxypropan-2-yloxy)indole). The solvent is C(C)(=O)O (acetic acid). Run at time 1 hour. The product is C(C)(=O)OCC(COC(C)=O)OC1=C2CCNC2=CC=C1 (4-(1,3-diacetoxypropan-2-yloxy)indoline). Yield: 100.2%. As a reaction SMILES: [BH3-]C#N.[Na+].[C:5]([O:8][CH2:9][CH:10]([O:16][C:17]1[CH:25]=[CH:24][CH:23]=[C:22]2[C:18]=1[CH:19]=[CH:20][NH:21]2)[CH2:11][O:12][C:13](=[O:15])[CH3:14])(=[O:7])[CH3:6]>C(O)(=O)C>[C:13]([O:12][CH2:11][CH:10]([O:16][C:17]1[CH:25]=[CH:24][CH:23]=[C:22]2[C:18]=1[CH2:19][CH2:20][NH:21]2)[CH2:9][O:8][C:5](=[O:7])[CH3:6])(=[O:15])[CH3:14] |f:0.1|. Procedure: NaBH3CN (0.94 g, 15 mmol) was added portionwise to a solution of 24 (1.46 g, 5 mmol) in acetic acid (40 mL) and the mixture was stirred at room temperature for 1 h. The solvent was evaporated and the residue was diluted with water, neutralised with NaHCO3 and extracted with EtOAc. The combined organic phases were washed with brine, dried and evaporated to give crude 4-(1,3-diacetoxypropan-2-yloxy)indoline (1.47 g, 100%) as a viscous oil: 1H NMR (90 MHz) δ 6.95 (t, J=7.2 Hz 1H), 6.24-6.68 (m, 2H)...